From a dataset of the Open Reaction Database (ORD), a public repository of structured organic reaction records. describe an organic reaction: reactants, conditions, products, and yield Yields the product COc1ccccc1Oc1ccc(Nc2c(C#N)cnn3cc(NC(=O)c4cccc(NC(C)=O)c4)c(C)c23)cc1. Starting materials: CC(=O)Nc1cccc(C(=O)O)c1, CCOC(C)=O, CCN(C(C)C)C(C)C, Cl, COc1ccccc1Oc1ccc(Nc2c(C#N)cnn3cc(N)c(C)c23)cc1, CN(C)C=O. As a reaction SMILES: [C:31]([CH3:32])(=[O:33])[NH:34][c:35]1[cH:36][c:37]([C:38](=[O:39])[OH:40])[cH:41][cH:42][cH:43]1.[CH3:53][CH2:54][O:55][C:56]([CH3:57])=[O:58].[CH:44]([N:45]([CH2:46][CH3:47])[CH:48]([CH3:49])[CH3:50])([CH3:51])[CH3:52].[ClH:1].[NH2:2][c:3]1[c:4]([CH3:30])[c:5]2[n:6]([n:7][cH:8][c:9]([C:27]#[N:28])[c:10]2[NH:11][c:12]2[cH:13][cH:14][c:15]([O:18][c:19]3[c:20]([O:25][CH3:26])[cH:21][cH:22][cH:23][cH:24]3)[cH:16][cH:17]2)[cH:29]1.[O:59]=[CH:60][N:61]([CH3:62])[CH3:63]>>[NH:2]([c:3]1[c:4]([CH3:30])[c:5]2[n:6]([n:7][cH:8][c:9]([C:27]#[N:28])[c:10]2[NH:11][c:12]2[cH:13][cH:14][c:15]([O:18][c:19]3[c:20]([O:25][CH3:26])[cH:21][cH:22][cH:23][cH:24]3)[cH:16][cH:17]2)[cH:29]1)[C:38]([c:37]1[cH:36][c:35]([NH:34][C:31]([CH3:32])=[O:33])[cH:43][cH:42][cH:41]1)=[O:39]. The reactants are FC=1C=CC=2N(C1)C(=NN2)C2=C(C=CC=C2)SCCO (2-[2-(6-fluoro-[1,2,4]triazolo[4,3-a]pyridin-3-yl)-phenylsulfanyl]-ethanol), CC1=CC=C(C=C1)S(=O)(=O)O (4-methylbenzenesulfonic acid), O1CCCC=C1 (3,4-dihydro-2H-pyran). Run in C(Cl)Cl (DCM), C(Cl)Cl (DCM). Yields the product FC=1C=CC=2N(C1)C(=NN2)C2=C(C=CC=C2)SCCOC2OCCCC2 (6-Fluoro-3-{2-[2-(tetrahydro-pyran-2-yloxy)-ethylsulfanyl]-phenyl}-[1, 2,4]-triazolo[4,3-a]pyridine). Yield: 73.9%. As a reaction SMILES: [F:1][C:2]1[CH:3]=[CH:4][C:5]2[N:6]([C:8]([C:11]3[CH:16]=[CH:15][CH:14]=[CH:13][C:12]=3[S:17][CH2:18][CH2:19][OH:20])=[N:9][N:10]=2)[CH:7]=1.CC1C=CC(S(O)(=O)=O)=CC=1.[O:32]1[CH:37]=[CH:36][CH2:35][CH2:34][CH2:33]1>C(Cl)Cl>[F:1][C:2]1[CH:3]=[CH:4][C:5]2[N:6]([C:8]([C:11]3[CH:16]=[CH:15][CH:14]=[CH:13][C:12]=3[S:17][CH2:18][CH2:19][O:20][CH:33]3[CH2:34][CH2:35][CH2:36][CH2:37][O:32]3)=[N:9][N:10]=2)[CH:7]=1. Reported procedure: A solution of 2-[2-(6-fluoro-[1,2,4]triazolo[4,3-a]pyridin-3-yl)-phenylsulfanyl]-ethanol (400 mg, 1.38 mmol), 4-methylbenzenesulfonic acid (65 mg, 0.345 mmol) and 3,4-dihydro-2H-pyran (251 μL, 2.76 mmol) in DCM (5 mL) was stirred at RT under a nitrogen atmosphere for 36 h. The reaction mixture was diluted with DCM and extracted with sat. NaHCO3. The organic layer was dried over MgSO4, filtered and concentrated in vacuo. The residue was purified by FCC using MeOH in DCM (0 to 5%) to give the titl... The reactants are C=CCC1(C)CC(c2cccc(Cl)c2)C(c2ccc(Cl)cc2)N(C(CC)CC=O)C1=O, CCCC[N+](CCCC)(CCCC)CCCC, C1CCOC1, C[Si](C)(C)C(F)(F)F, [F-]. Product: C=CCC1(C)CC(c2cccc(Cl)c2)C(c2ccc(Cl)cc2)N(C(CC)CC(O)C(F)(F)F)C1=O. As a reaction SMILES: [CH2:1]([CH:2]=[CH2:3])[C:4]1([CH3:31])[C:5](=[O:30])[N:6]([CH:24]([CH2:25][CH:26]=[O:27])[CH2:28][CH3:29])[CH:7]([c:17]2[cH:18][cH:19][c:20]([Cl:23])[cH:21][cH:22]2)[CH:8]([c:10]2[cH:11][c:12]([Cl:16])[cH:13][cH:14][cH:15]2)[CH2:9]1.[CH2:41]([N+:42]([CH2:43][CH2:44][CH2:45][CH3:46])([CH2:47][CH2:48][CH2:49][CH3:50])[CH2:51][CH2:52][CH2:53][CH3:54])[CH2:55][CH2:56][CH3:57].[CH2:58]1[O:59][CH2:60][CH2:61][CH2:62]1.[CH3:32][Si:33]([C:34]([F:35])([F:36])[F:37])([CH3:38])[CH3:39].[F-:40]>>[CH2:1]([CH:2]=[CH2:3])[C:4]1([CH3:31])[C:5](=[O:30])[N:6]([CH:24]([CH2:25][CH:26]([OH:27])[C:34]([F:35])([F:36])[F:37])[CH2:28][CH3:29])[CH:7]([c:17]2[cH:18][cH:19][c:20]([Cl:23])[cH:21][cH:22]2)[CH:8]([c:10]2[cH:11][c:12]([Cl:16])[cH:13][cH:14][cH:15]2)[CH2:9]1. Reactants: O=C([O-])[O-], COc1ccc(C[P+](c2ccccc2)(c2ccccc2)c2ccccc2)cc1, CO, [Cl-], O=Cc1ncn(CC(O)(Cn2cncn2)c2ccc(F)cc2F)n1, [K+], [K+]. The product is COc1ccc(C=Cc2ncn(CC(O)(Cn3cncn3)c3ccc(F)cc3F)n2)cc1. RXN SMILES: [C:54](=[O:55])([O-:56])[O-:57].[CH3:26][O:27][c:28]1[cH:29][cH:30][c:31]([CH2:32][P+:33]([c:34]2[cH:35][cH:36][cH:37][cH:38][cH:39]2)([c:40]2[cH:41][cH:42][cH:43][cH:44][cH:45]2)[c:46]2[cH:47][cH:48][cH:49][cH:50][cH:51]2)[cH:52][cH:53]1.[CH3:60][OH:61].[Cl-:25].[F:1][c:2]1[c:3]([C:9]([CH2:10][n:11]2[n:12][c:13]([CH:16]=[O:17])[n:14][cH:15]2)([OH:18])[CH2:19][n:20]2[n:21][cH:22][n:23][cH:24]2)[cH:4][cH:5][c:6]([F:8])[cH:7]1.[K+:58].[K+:59]>>[F:1][c:2]1[c:3]([C:9]([CH2:10][n:11]2[n:12][c:13]([CH:16]=[CH:32][c:31]3[cH:30][cH:29][c:28]([O:27][CH3:26])[cH:53][cH:52]3)[n:14][cH:15]2)([OH:18])[CH2:19][n:20]2[n:21][cH:22][n:23][cH:24]2)[cH:4][cH:5][c:6]([F:8])[cH:7]1. The reactants are C(C)OC(NC1=C(C=C(C=C1)NCC1=COC2=C1C=C(C=C2)F)[N+](=O)[O-])=O ({4-[(5-Fluoro-benzofuran-3-ylmethyl)-amino]-2-nitro-phenyl}-carbamic acid ethyl ester). Reagents/catalysts: [Fe] (iron). Solvent: C(C)O (ethanol), Cl (HCl). Reaction conditions: temperature 60 celsius. The product is C(C)OC(NC1=C(C=C(C=C1)NCC1=COC2=C1C=C(C=C2)F)N)=O ({2-Amino-4-[(5-fluoro-benzofuran-3-ylmethyl)-amino]-phenyl}-carbamic acid ethyl ester). Yield: 65.0%. RXN SMILES: [CH2:1]([O:3][C:4](=[O:27])[NH:5][C:6]1[CH:11]=[CH:10][C:9]([NH:12][CH2:13][C:14]2[C:18]3[CH:19]=[C:20]([F:23])[CH:21]=[CH:22][C:17]=3[O:16][CH:15]=2)=[CH:8][C:7]=1[N+:24]([O-])=O)[CH3:2]>C(O)C.Cl.[Fe]>[CH2:1]([O:3][C:4](=[O:27])[NH:5][C:6]1[CH:11]=[CH:10][C:9]([NH:12][CH2:13][C:14]2[C:18]3[CH:19]=[C:20]([F:23])[CH:21]=[CH:22][C:17]=3[O:16][CH:15]=2)=[CH:8][C:7]=1[NH2:24])[CH3:2]. Procedure: {4-[(5-Fluoro-benzofuran-3-ylmethyl)-amino]-2-nitro-phenyl}-carbamic acid ethyl ester (4.50 g, 12.1 mmol) was dissolved in absolute ethanol (140 mL) whereto 6N aqueous HCl (38 mL) and iron powder (5.70 g, 0.10 mol) was added. The red mixture was heated at 60° C. until the intense colour disappeared (20 minutes). The solids were filtered off and the ethanol was removed from the filtrate by evaporation in vacuo. Aqueous ammonia (saturated) was added to the remanence, which was then extracted with ...